Dataset: the Open Reaction Database (ORD), a public repository of structured organic reaction records. Task: describe an organic reaction: reactants, conditions, products, and yield The reactants are BrCc1ccccc1, CC(C)=O, CN1CCCC1=O, Oc1noc2cnccc12. Product: [Br-], Oc1noc2c[n+](Cc3ccccc3)ccc12. RXN SMILES: [Br:11][CH2:12][c:13]1[cH:14][cH:15][cH:16][cH:17][cH:18]1.[CH3:19][C:20](=[O:21])[CH3:22].[CH3:23][N:24]1[CH2:25][CH2:26][CH2:27][C:28]1=[O:29].[o:1]1[n:2][c:3]([OH:10])[c:4]2[c:5]1[cH:6][n:7][cH:8][cH:9]2>>[Br-:11].[o:1]1[n:2][c:3]([OH:10])[c:4]2[c:5]1[cH:6][n+:7]([CH2:12][c:13]1[cH:14][cH:15][cH:16][cH:17][cH:18]1)[cH:8][cH:9]2. Reactants: ClC1N(C(N(C1)C)=S)C (4-chloro-1,3-dimethyl-imidazoline-2-thione), ClCC(C)=O (chloroacetone), [I-].[Na+] (sodium iodide). Run in CC(=O)C (acetone). Reaction conditions: time 8 hour. The product is [Cl-].ClC=1N(C([NH+](C1)C)SCC(C)=O)C (4-Chloro-1,3-dimethyl-2-[(2-oxopropyl)thio]-1H-imidazolium chloride). RXN SMILES: [Cl:1][CH:2]1[CH2:6][N:5]([CH3:7])[C:4](=[S:8])[N:3]1[CH3:9].Cl[CH2:11][C:12](=[O:14])[CH3:13].[I-].[Na+]>CC(C)=O>[Cl-:1].[Cl:1][C:2]1[N:3]([CH3:9])[CH:4]([S:8][CH2:11][C:12](=[O:14])[CH3:13])[NH+:5]([CH3:7])[CH:6]=1 |f:2.3,5.6|. Reported procedure: To a solution of 1.00 gram (0.0062 mol) of 4-chloro-1,3-dimethyl-imidazoline-2-thione in 180 mL of acetone was added 0.569 g (0.0062 mol) of chloroacetone and a small crystal of sodium iodide. The mixture was stirred overnight at room temperature whereupon a product precipitated. The latter was recovered by filtration and recrystallized from isopropyl alcohol hexane to obtain purified 4 chloro-1,3-dimethyl-2-[(2-oxopropyl)thio]-1H-imidazolium chloride, m.p. 134°-136° C. The reactants are [N+](=O)([O-])C1(CNC1)[N+](=O)[O-] (3,3-Dinitroazetidine), [N+](=O)([O-])C=1NC=C(N1)[N+](=O)[O-] (2,4-dinitroimidazole). Solvent: C(C)#N (acetonitrile). Product: resultant product, [N+](=O)([O-])C=1[N-]C=C(N1)[N+](=O)[O-].[N+](=O)([O-])C1(C[NH2+]C1)[N+](=O)[O-] (3,3-dinitroazetidinium 2,4-dinitroimidazolate). Isolated yield 95.0%. As a reaction SMILES: [N+:1]([C:4]1([N+:8]([O-:10])=[O:9])[CH2:7][NH:6][CH2:5]1)([O-:3])=[O:2].[N+:11]([C:14]1[NH:15][CH:16]=[C:17]([N+:19]([O-:21])=[O:20])[N:18]=1)([O-:13])=[O:12]>C(#N)C>[N+:11]([C:14]1[N-:15][CH:16]=[C:17]([N+:19]([O-:21])=[O:20])[N:18]=1)([O-:13])=[O:12].[N+:1]([C:4]1([N+:8]([O-:10])=[O:9])[CH2:7][NH2+:6][CH2:5]1)([O-:3])=[O:2] |f:3.4|. Procedure: 3,3-Dinitroazetidine free base (1.0 g) was added to a solution of 2,4-dinitroimidazole (1.07 g) in 50 ml of warm acetonitrile. The solution was allowed to cool and the majority of the solvent evaporated. The remaining slurry was filtered and dried to give 1.98 g of the resultant product, 3,3-dinitroazetidinium 2,4-dinitroimidazolate (95% yield). Yields the product Cl, CCS(=O)(=O)Nc1cc(C)c(OCCCN2CCN(c3cccc4sccc34)CC2)c(OC)c1. Starting materials: CCN(C(C)C)C(C)C, CC, CCO, ClCCl, O=S(=O)(Cl)Cl, COc1cc(N)cc(C)c1OCCCN1CCN(c2cccc3sccc23)CC1. RXN SMILES: [CH2:30]([N:31]([CH:33]([CH3:34])[CH3:35])[CH:36]([CH3:32])[CH3:38])[CH3:37].[CH3:44][CH3:45].[CH3:49][CH2:50][OH:51].[Cl:46][CH2:47][Cl:48].[S:39](=[O:40])(=[O:41])([Cl:42])[Cl:43].[s:1]1[c:2]2[c:3]([cH:4][cH:5]1)[c:6]([N:10]1[CH2:11][CH2:12][N:13]([CH2:16][CH2:17][CH2:18][O:19][c:20]3[c:21]([O:28][CH3:29])[cH:22][c:23]([NH2:27])[cH:24][c:25]3[CH3:26])[CH2:14][CH2:15]1)[cH:7][cH:8][cH:9]2>>[ClH:42].[s:1]1[c:2]2[c:3]([cH:4][cH:5]1)[c:6]([N:10]1[CH2:11][CH2:12][N:13]([CH2:16][CH2:17][CH2:18][O:19][c:20]3[c:21]([O:28][CH3:29])[cH:22][c:23]([NH:27][S:39]([CH2:36][CH3:38])(=[O:40])=[O:41])[cH:24][c:25]3[CH3:26])[CH2:14][CH2:15]1)[cH:7][cH:8][cH:9]2. The reactants are CC(C)(C)N=C=O, Cc1cccc(C)c1NC(N)=S, CCCCCCC, Cc1ccccc1C. Yields the product Cc1cccc(C)c1NC(=S)NC(=O)NC(C)(C)C. RXN SMILES: [C:21]([CH3:22])([CH3:23])([CH3:24])[N:25]=[C:26]=[O:27].[CH3:1][c:2]1[c:3]([NH:9][C:10](=[S:11])[NH2:12])[c:4]([CH3:8])[cH:5][cH:6][cH:7]1.[CH3:28][CH2:29][CH2:30][CH2:31][CH2:32][CH2:33][CH3:34].[c:13]1([CH3:14])[c:15]([CH3:16])[cH:17][cH:18][cH:19][cH:20]1>>[CH3:1][c:2]1[c:3]([NH:9][C:10](=[S:11])[NH:12][C:26]([NH:25][C:21]([CH3:22])([CH3:23])[CH3:24])=[O:27])[c:4]([CH3:8])[cH:5][cH:6][cH:7]1. Reaction SMILES: C(OC([N:8]1[CH2:13][CH2:12][CH:11]([NH:14][C:15]2[N:24]=[C:23]([O:25][CH3:26])[C:22]3[C:17](=[CH:18][C:19]([O:29][CH3:30])=[C:20]([O:27][CH3:28])[CH:21]=3)[N:16]=2)[CH2:10][CH2:9]1)=O)(C)(C)C.[ClH:31]>C(O)C.O1CCOCC1>[ClH:31].[ClH:31].[NH:8]1[CH2:13][CH2:12][CH:11]([NH:14][C:15]2[N:24]=[C:23]([O:25][CH3:26])[C:22]3[C:17](=[CH:18][C:19]([O:29][CH3:30])=[C:20]([O:27][CH3:28])[CH:21]=3)[N:16]=2)[CH2:10][CH2:9]1 |f:4.5.6|. Yields the product Cl.Cl.N1CCC(CC1)NC1=NC2=CC(=C(C=C2C(=N1)OC)OC)OC (Piperidin-4-yl-(4,6,7-trimethoxy-quinazolin-2-yl)-amine dihydrochloride). Run in C(C)O (ethanol), O1CCOCC1 (dioxane). Starting materials: C(C)(C)(C)OC(=O)N1CCC(CC1)NC1=NC2=CC(=C(C=C2C(=N1)OC)OC)OC (4-(4,6,7-trimethoxy-quinazolin-2-ylamino)-piperidine-1-carboxylic acid tert-butyl ester), Cl (HCl). Reported procedure: A solution of 4-(4,6,7-trimethoxy-quinazolin-2-ylamino)-piperidine-1-carboxylic acid tert-butyl ester (0.2 g, 0.48 mmol) in ethanol (5 mL) and 4 M HCl in dioxane (20 mL) was stirred at rt for 2 h. The solvent was removed under reduced pressure and the crude product used in the consecutive step without further purification assuming quantitative deprotection and formation of the dihydrochloride salt. MS (ESI): 319.4 [M+H]+. Reactants: CCO, O=[N+]([O-])c1cccc2c(F)cccc12, [Fe], [Na+], [OH-]. Product: Nc1cccc2c(F)cccc12. Reaction SMILES: [CH3:17][CH2:18][OH:19].[F:1][c:2]1[cH:3][cH:4][cH:5][c:6]2[c:7]([N+:12]([O-:13])=[O:14])[cH:8][cH:9][cH:10][c:11]12.[Fe:20].[Na+:16].[OH-:15]>>[F:1][c:2]1[cH:3][cH:4][cH:5][c:6]2[c:7]([NH2:12])[cH:8][cH:9][cH:10][c:11]12.